From a dataset of the Open Reaction Database (ORD), a public repository of structured organic reaction records. describe an organic reaction: reactants, conditions, products, and yield As a reaction SMILES: [CH3:1][C:2]1[CH:6]=[C:5]([CH3:7])[O:4][N:3]=1.C([Li])CCC.Br[CH2:14][CH2:15][CH2:16][CH2:17][O:18][C:19]1[CH:26]=[CH:25][C:22]([C:23]#[N:24])=[CH:21][CH:20]=1.[Cl-].[Na+].Cl>O1CCCC1.C(OCC)(=O)C>[C:23]([C:22]1[CH:25]=[CH:26][C:19]([O:18][CH2:17][CH2:16][CH2:15][CH2:14][CH2:7][C:5]2[O:4][N:3]=[C:2]([CH3:1])[CH:6]=2)=[CH:20][CH:21]=1)#[N:24] |f:3.4|. Run in O1CCCC1 (tetrahydrofuran), C(C)(=O)OCC (ethyl acetate), O1CCCC1 (tetrahydrofuran), C(C)(=O)OCC (ethyl acetate). Yields the product C(#N)C1=CC=C(OCCCCCC2=CC(=NO2)C)C=C1 (5-[5-(4-cyanophenoxy)pentyl]-3-methylisoxazole). The yield is 123.7%. The reactants are CC1=NOC(=C1)C (3,5-dimethylisoxazole), C(CCC)[Li] (n-butyllithium), BrCCCCOC1=CC=C(C#N)C=C1 (4-(4-bromobutyloxy)benzonitrile), [Cl-].[Na+] (sodium chloride), Cl (hydrochloric acid), ether-hexane. Procedure: To a solution of 5.86 g of 3,5-dimethylisoxazole in 120 ml of dry tetrahydrofuran at -70° C. under nitrogen was added during 14 minutes 36 ml of n-butyllithium (1.7M in hexane). The mixture was stirred at -70° C. for 30 minutes, and then 15.2 g of 4-(4-bromobutyloxy)benzonitrile in 40 ml of tetrahydrofuran was added over a 15 minute period. The reaction mixture was stirred for 1.5 hours at -70° C. and then allowed to warm to room temperature and stirred for 2.5 hours longer. Evaporation of the s... Reaction conditions: temperature -70 celsius, time 30 minute. The reactants are CCC(=O)Oc1ccc2c(c1)CCC1C2CCC2(C)C1CC(O[Si](C)(C)C(C)(C)C)C2OC(=O)CC, CCCC[N+](CCCC)(CCCC)CCCC, [F-]. Yields the product CCC(=O)Oc1ccc2c(c1)CCC1C2CCC2(C)C1CC(O)C2OC(=O)CC. RXN SMILES: [C:1]([Si:2]([CH3:3])([CH3:4])[O:6][CH:7]1[CH:8]([O:30][C:31]([CH2:32][CH3:33])=[O:34])[C:9]2([CH3:10])[CH:11]([CH2:12]1)[CH:13]1[CH2:14][CH2:15][c:16]3[cH:17][c:18]([O:25][C:26]([CH2:27][CH3:28])=[O:29])[cH:19][cH:20][c:21]3[CH:22]1[CH2:23][CH2:24]2)([CH3:5])([CH3:35])[CH3:36].[CH3:38][CH2:39][CH2:40][CH2:41][N+:42]([CH2:43][CH2:44][CH2:45][CH3:46])([CH2:47][CH2:48][CH2:49][CH3:50])[CH2:51][CH2:52][CH2:53][CH3:54].[F-:37]>>[OH:6][CH:7]1[CH:8]([O:30][C:31]([CH2:32][CH3:33])=[O:34])[C:9]2([CH3:10])[CH:11]([CH2:12]1)[CH:13]1[CH2:14][CH2:15][c:16]3[cH:17][c:18]([O:25][C:26]([CH2:27][CH3:28])=[O:29])[cH:19][cH:20][c:21]3[CH:22]1[CH2:23][CH2:24]2. Starting materials: CCC1OC(=O)C(C)C(OC2CC(C)(OC)C(O)C(C)O2)C(C)C(OC2OC(C)CC(N(C)C)C2O)C(C)(O)CC(C)C(=O)C(C)C(O)C1(C)O, CC#N, C1CCOC1, O=[N+]([O-])O. The product is CCC1OC(=O)C(C)C(OC2CC(C)(OC)C(O)C(C)O2)C(C)C(OC2OC(C)CC(N(C)C)C2O)C(C)(O)CC(C)C(=O)C(C)C(O)C1(C)O, O=[N+]([O-])[O-]. As a reaction SMILES: [CH3:1][CH2:2][CH:3]1[O:4][C:5](=[O:6])[CH:7]([CH3:8])[CH:9]([O:10][CH:11]2[CH2:12][C:13]([CH3:14])([O:15][CH3:16])[CH:17]([OH:18])[CH:19]([CH3:20])[O:21]2)[CH:22]([CH3:23])[CH:24]([O:25][CH:26]2[O:27][CH:28]([CH3:29])[CH2:30][CH:31]([N:34]([CH3:35])[CH3:36])[CH:32]2[OH:33])[C:37]([CH3:38])([OH:39])[CH2:40][CH:41]([CH3:42])[C:43](=[O:44])[CH:45]([CH3:46])[CH:47]([OH:48])[C:49]1([CH3:50])[OH:51].[CH3:61][C:62]#[N:63].[O:52]1[CH2:53][CH2:54][CH2:55][CH2:56]1.[OH:57][N+:58]([O-:59])=[O:60]>>[CH3:1][CH2:2][CH:3]1[O:4][C:5](=[O:6])[CH:7]([CH3:8])[CH:9]([O:10][CH:11]2[CH2:12][C:13]([CH3:14])([O:15][CH3:16])[CH:17]([OH:18])[CH:19]([CH3:20])[O:21]2)[CH:22]([CH3:23])[CH:24]([O:25][CH:26]2[O:27][CH:28]([CH3:29])[CH2:30][CH:31]([N:34]([CH3:35])[CH3:36])[CH:32]2[OH:33])[C:37]([CH3:38])([OH:39])[CH2:40][CH:41]([CH3:42])[C:43](=[O:44])[CH:45]([CH3:46])[CH:47]([OH:48])[C:49]1([CH3:50])[OH:51].[O:57]=[N+:58]([O-:59])[O-:60]. Starting materials: C(C)(C)(C)[Si](O[C@@H]1C[C@@H](CN(C1)CC1=CC=C(C=C1)OC)O)(C)C (5-(R)-(tert-butyl-dimethyl-silanyloxy)-1-(4-methoxy-benzyl)-piperidin-3-(S)-ol), [H][H] (hydrogen). The reagents and catalysts are [Pd] (Pd/C). The solvent is CO (MeOH). Conditions: time 4 hour. Product: C(C)(C)(C)[Si](O[C@@H]1C[C@H](CNC1)O)(C)C (5-(R)-(tert-Butyl-dimethyl-silanyloxy)-piperidin-3-(R)-ol). Yield: 98.0%. As a reaction SMILES: [C:1]([Si:5]([CH3:24])([CH3:23])[O:6][C@H:7]1[CH2:12][N:11](CC2C=CC(OC)=CC=2)[CH2:10][C@@H:9]([OH:22])[CH2:8]1)([CH3:4])([CH3:3])[CH3:2].[H][H]>CO.[Pd]>[C:1]([Si:5]([CH3:24])([CH3:23])[O:6][C@H:7]1[CH2:12][NH:11][CH2:10][C@H:9]([OH:22])[CH2:8]1)([CH3:4])([CH3:3])[CH3:2]. Procedure: A suspension of 329 (25.5 mmol) and 10% Pd/C (1 mol %) in MeOH (250 mL) was fitted with a balloon of hydrogen and allowed to stir at room temperature for 4 h. At that time, a vacuum was applied to remove any remaining hydrogen, the vessel was purged with nitrogen, diluted with MeOH (100 mL) and filtered through a pad of Celite on a fritted funnel. The resulting solution was concentrated to give 5-(R)-(tert-Butyl-dimethyl-silanyloxy)-piperidin-3-(R)-ol (330) as a colorless oil (25.0 mmol, 98% yie... The reactants are C(C)(C)(C)OC(NCCC1=CC=C(C=C1)O)=O ([2-(4-hydroxyphenyl)ethyl]carbamic acid tert-butyl ester), [H-].[Na+] (NaH), BrC1=CC=CC(=N1)C#N (6-bromopyridine-2-carbonitrile). The product is C(C)(C)(C)OC(NCCC1=CC=C(C=C1)OC1=NC(=CC=C1)C#N)=O ({2-[4-(6-Cyanopyridin-2-yloxy)phenyl]ethyl}carbamic acid tert-butyl ester). The yield is 44.8%. Reaction SMILES: [C:1]([O:5][C:6](=[O:17])[NH:7][CH2:8][CH2:9][C:10]1[CH:15]=[CH:14][C:13]([OH:16])=[CH:12][CH:11]=1)([CH3:4])([CH3:3])[CH3:2].[H-].[Na+].Br[C:21]1[N:26]=[C:25]([C:27]#[N:28])[CH:24]=[CH:23][CH:22]=1>>[C:1]([O:5][C:6](=[O:17])[NH:7][CH2:8][CH2:9][C:10]1[CH:15]=[CH:14][C:13]([O:16][C:21]2[CH:22]=[CH:23][CH:24]=[C:25]([C:27]#[N:28])[N:26]=2)=[CH:12][CH:11]=1)([CH3:4])([CH3:2])[CH3:3] |f:1.2|. Procedure: Using a method similar to Example 381 Part A, using [2-(4-hydroxyphenyl)ethyl]carbamic acid tert-butyl ester (0.140 g, 0.588 mmol), NaH (80% in mineral oil) (0.194 g. 0.647 mmol) and 6-bromopyridine-2-carbonitrile (0.107 g, 0.588 mmol) gives the title compound (0.0895 g, 44.8%): MS ES+ 340.2 (M+H)+, base peak MS ES+ 284.0 (M+2H—C(CH3)3)+, MS ES− 338.3 (M−H)−; TLC [silica gel 60 F254, 40% ethyl acetate in hexanes] Rf=0.24. The reactants are CCCCn1c(-c2ccc3nc(CCC)n(Cc4ccc(-c5ccccc5C(=O)OC(C)(C)C)cc4)c3c2)nc2ccccc21, ClCCl, O=C(O)C(F)(F)F. Yields the product CCCCn1c(-c2ccc3nc(CCC)n(Cc4ccc(-c5ccccc5C(=O)O)cc4)c3c2)nc2ccccc21. As a reaction SMILES: [CH2:1]([CH2:2][CH3:3])[c:4]1[n:5][c:6]2[c:7]([n:8]1[CH2:9][c:10]1[cH:11][cH:12][c:13](-[c:16]3[c:17]([C:22](=[O:23])[O:24][C:25]([CH3:26])([CH3:27])[CH3:28])[cH:18][cH:19][cH:20][cH:21]3)[cH:14][cH:15]1)[cH:29][c:30](-[c:33]1[n:34][c:35]3[c:36]([n:37]1[CH2:38][CH2:39][CH2:40][CH3:41])[cH:42][cH:43][cH:44][cH:45]3)[cH:31][cH:32]2.[CH2:53]([Cl:54])[Cl:55].[OH:46][C:47]([C:48]([F:49])([F:50])[F:51])=[O:52]>>[CH2:1]([CH2:2][CH3:3])[c:4]1[n:5][c:6]2[c:7]([n:8]1[CH2:9][c:10]1[cH:11][cH:12][c:13](-[c:16]3[c:17]([C:22](=[O:23])[OH:24])[cH:18][cH:19][cH:20][cH:21]3)[cH:14][cH:15]1)[cH:29][c:30](-[c:33]1[n:34][c:35]3[c:36]([n:37]1[CH2:38][CH2:39][CH2:40][CH3:41])[cH:42][cH:43][cH:44][cH:45]3)[cH:31][cH:32]2. Starting materials: CC(=O)Nc1ccc2c(c1)C(c1ccccc1F)=NCc1cnc(C)n1-2, CN(C)C=O, CI, [H-], [Na+], O. Product: CC(=O)N(C)c1ccc2c(c1)C(c1ccccc1F)=NCc1cnc(C)n1-2. As a reaction SMILES: [C:1]([CH3:2])(=[O:3])[NH:4][c:5]1[cH:6][cH:7][c:8]2[c:9]([cH:26]1)[C:10]([c:19]1[c:20]([F:25])[cH:21][cH:22][cH:23][cH:24]1)=[N:11][CH2:12][c:13]1[n:14]-2[c:15]([CH3:18])[n:16][cH:17]1.[CH3:27][N:28]([CH3:29])[CH:30]=[O:31].[CH3:34][I:35].[H-:32].[Na+:33].[OH2:36]>>[C:1]([CH3:2])(=[O:3])[N:4]([c:5]1[cH:6][cH:7][c:8]2[c:9]([cH:26]1)[C:10]([c:19]1[c:20]([F:25])[cH:21][cH:22][cH:23][cH:24]1)=[N:11][CH2:12][c:13]1[n:14]-2[c:15]([CH3:18])[n:16][cH:17]1)[CH3:27]. Reactants: C1(=CC=C(C=C1)[C@@]1(C[C@H](N(C1)C(=O)OCC1=CC=CC=C1)C(=O)OC)O)C1=CC=CC=C1 ((2S,4R)-1-benzyl 2-methyl 4-(biphenyl-4-yl)-4-hydroxypyrrolidine-1,2-dicarboxylate), C(C=C)S (prop-2-ene-1-thiol). The reagents and catalysts are FC(S(=O)(=O)[O-])(F)F.[Sc+3].FC(S(=O)(=O)[O-])(F)F.FC(S(=O)(=O)[O-])(F)F (Scandium(III) trifluoromethanesulfonate). The solvent is C(C)#N (Acetonitrile). Conditions: time 20 hour. Product: desired product, C(C=C)S[C@]1(C[C@H](N(C1)C(=O)OCC1=CC=CC=C1)C(=O)OC)C1=CC=C(C=C1)C1=CC=CC=C1 ((2S,4R)-1-benzyl 2-methyl 4-(allylthio)-4-(biphenyl-4-yl)pyrrolidine-1,2-dicarboxylate). Yield: 22.1%. As a reaction SMILES: [C:1]1([C:27]2[CH:32]=[CH:31][CH:30]=[CH:29][CH:28]=2)[CH:6]=[CH:5][C:4]([C@@:7]2(O)[CH2:11][N:10]([C:12]([O:14][CH2:15][C:16]3[CH:21]=[CH:20][CH:19]=[CH:18][CH:17]=3)=[O:13])[C@H:9]([C:22]([O:24][CH3:25])=[O:23])[CH2:8]2)=[CH:3][CH:2]=1.[CH2:33]([SH:36])[CH:34]=[CH2:35]>C(#N)C.FC(F)(F)S([O-])(=O)=O.[Sc+3].FC(F)(F)S([O-])(=O)=O.FC(F)(F)S([O-])(=O)=O>[CH2:33]([S:36][C@:7]1([C:4]2[CH:5]=[CH:6][C:1]([C:27]3[CH:32]=[CH:31][CH:30]=[CH:29][CH:28]=3)=[CH:2][CH:3]=2)[CH2:11][N:10]([C:12]([O:14][CH2:15][C:16]2[CH:21]=[CH:20][CH:19]=[CH:18][CH:17]=2)=[O:13])[C@H:9]([C:22]([O:24][CH3:25])=[O:23])[CH2:8]1)[CH:34]=[CH2:35] |f:3.4.5.6|. Reported procedure: To a clear solution of (2S,4R)-1-benzyl 2-methyl 4-(biphenyl-4-yl)-4-hydroxypyrrolidine-1,2-dicarboxylate (3236 mg, 7.5 mmol) and prop-2-ene-1-thiol (834 mg, 9.00 mmol) in Acetonitrile (40 mL) was added Scandium(III) trifluoromethanesulfonate (369 mg, 0.750 mmol) as solid by one portion at room temperature. The formed pink solution was stirred at this temperature for 20 h. Quenched with sat. ammonium chloride, extracted with EtOAc. Washed the organic layer with brine, dried over MgSO4, filtered,... Reactants: CCN=C=NCCCN(C)C, CN(C)c1ccccn1, CN(C)C=O, Cl, O, NS(=O)(=O)c1ccccc1, O=C(O)C=Cc1ccc(COc2ccccc2)cc1Cc1ccc2ccccc2c1. The product is O=C(C=Cc1ccc(COc2ccccc2)cc1Cc1ccc2ccccc2c1)NS(=O)(=O)c1ccccc1. Reaction SMILES: [CH2:42]([N:43]=[C:44]=[N:45][CH2:46][CH2:47][CH2:48][N:49]([CH3:50])[CH3:51])[CH3:52].[CH3:53][N:54]([c:55]1[cH:56][cH:57][cH:58][cH:59][n:60]1)[CH3:61].[CH3:62][N:63]([CH3:64])[CH:65]=[O:66].[ClH:41].[OH2:67].[c:31]1([S:37](=[O:38])(=[O:39])[NH2:40])[cH:32][cH:33][cH:34][cH:35][cH:36]1.[cH:1]1[c:2]([CH2:11][c:12]2[c:13]([CH:26]=[CH:27][C:28](=[O:29])[OH:30])[cH:14][cH:15][c:16]([CH2:18][O:19][c:20]3[cH:21][cH:22][cH:23][cH:24][cH:25]3)[cH:17]2)[cH:3][cH:4][c:5]2[cH:6][cH:7][cH:8][cH:9][c:10]12>>[cH:1]1[c:2]([CH2:11][c:12]2[c:13]([CH:26]=[CH:27][C:28](=[O:29])[NH:40][S:37]([c:31]3[cH:32][cH:33][cH:34][cH:35][cH:36]3)(=[O:38])=[O:39])[cH:14][cH:15][c:16]([CH2:18][O:19][c:20]3[cH:21][cH:22][cH:23][cH:24][cH:25]3)[cH:17]2)[cH:3][cH:4][c:5]2[cH:6][cH:7][cH:8][cH:9][c:10]12.